Dataset: the Open Reaction Database (ORD), a public repository of structured organic reaction records. Task: describe an organic reaction: reactants, conditions, products, and yield The reactants are COC(=O)C1C(CCC1)C1=C(C(=CC(=C1)OCOC)C(O[SiH2]C(C)(C)C)(C)C)OCOC ((±)-2-[3-(tert-butyl-dimethyl-silanyloxymethyl)-2,5-bis-methoxymethoxy-phenyl]-cyclopentanecarboxylic acid methyl ester), Cl.CNOC (N,O-dimethylhydroxylamine hydrochloride), C(C)(C)[Mg]Cl (isopropylmagnesium chloride), 1B. Product: CON(C(=O)C1C(CCC1)C1=C(C(=CC(=C1)OCOC)C(O[SiH2]C(C)(C)C)(C)C)OCOC)C ((±)-2-[3-(tert-Butyl-dimethyl-silanyloxymethyl)-2,5-bis-methoxymethoxy-phenyl]-cyclopentanecarboxylic acid methoxy-methyl-amide). Yield: 96.9%. As a reaction SMILES: CO[C:3]([CH:5]1[CH2:9][CH2:8][CH2:7][CH:6]1[C:10]1[CH:15]=[C:14]([O:16][CH2:17][O:18][CH3:19])[CH:13]=[C:12]([C:20]([CH3:28])([CH3:27])[O:21][SiH2:22][C:23]([CH3:26])([CH3:25])[CH3:24])[C:11]=1[O:29][CH2:30][O:31][CH3:32])=[O:4].Cl.[CH3:34][NH:35][O:36][CH3:37].C([Mg]Cl)(C)C>>[CH3:37][O:36][N:35]([CH3:34])[C:3]([CH:5]1[CH2:9][CH2:8][CH2:7][CH:6]1[C:10]1[CH:15]=[C:14]([O:16][CH2:17][O:18][CH3:19])[CH:13]=[C:12]([C:20]([CH3:28])([CH3:27])[O:21][SiH2:22][C:23]([CH3:25])([CH3:26])[CH3:24])[C:11]=1[O:29][CH2:30][O:31][CH3:32])=[O:4] |f:1.2|. Procedure details: Use conditions analogous to those described in Step D of Examples 1A and 1B to react (±)-2-[3-(tert-butyl-dimethyl-silanyloxymethyl)-2,5-bis-methoxymethoxy-phenyl]-cyclopentanecarboxylic acid methyl ester (0.605 g, 1.29 mmol) and N,O-dimethylhydroxylamine hydrochloride (0.189 g, 1.94 mmol) in the presence of isopropylmagnesium chloride (2.13 mL, 4.26 mmol) to afford the subtitled product (0.622 g, 97%) as an oil that may be used without further purification. The yield is 82.5%. Procedure details: 8.19 g of crude (2S,4R)-2-((1R,2S)-1-ethoxycarbonyl-2-vinyl-cyclopropylcarbamoyl)-4-hydroxy-pyrrolidine-1-carboxylic acid tert-butyl ester was dissolved in 60 mL of toluene and 4.25 g carbonyldiimidazole (26.2 mmol) was added in portions at a temperature of 22° C. to 25° C. The reaction mixture was stirred for 1.5 h at ambient temperature. Then 3.66 g (21.0 mmol) of 4-fluoroisoindoline hydrochloride was added in portions followed by 3.1 mL of triethylamine. The resulting suspension was heated to... Reactants: C(=O)(N1C=NC=C1)N1C=NC=C1 (carbonyldiimidazole), Cl (HCl), C(C)(C)(C)OC(=O)N1[C@@H](C[C@H](C1)O)C(N[C@]1([C@@H](C1)C=C)C(=O)OCC)=O ((2S,4R)-2-((1R,2S)-1-ethoxycarbonyl-2-vinyl-cyclopropylcarbamoyl)-4-hydroxy-pyrrolidine-1-carboxylic acid tert-butyl ester), Cl.FC1=C2CNCC2=CC=C1 (4-fluoroisoindoline hydrochloride). Reaction conditions: time 1.5 hour. Yields the product C(C)(C)(C)OC(=O)N1C[C@@H](C[C@H]1C(N[C@]1([C@@H](C1)C=C)C(=O)OCC)=O)OC(=O)N1CC2=CC=CC(=C2C1)F (4-fluoro-1,3-dihydro-isoindole-2-carboxylic acid (3R,5S)-1-tert-butoxycarbonyl-5-((1R,2S)-1-ethoxycarbonyl-2-vinyl-cyclopropylcarbamoyl)-pyrrolidin-3-yl ester). Solvent: C1(=CC=CC=C1)C (toluene), C(C)N(CC)CC (triethylamine). As a reaction SMILES: [C:1]([O:5][C:6]([N:8]1[CH2:12][C@H:11]([OH:13])[CH2:10][C@H:9]1[C:14](=[O:26])[NH:15][C@:16]1([C:21]([O:23][CH2:24][CH3:25])=[O:22])[CH2:18][C@H:17]1[CH:19]=[CH2:20])=[O:7])([CH3:4])([CH3:3])[CH3:2].[C:27]([N:34]1[CH:38]=[CH:37]N=[CH:35]1)(N1C=CN=C1)=[O:28].Cl.[F:40][C:41]1[CH:49]=CC=[C:46]2[C:42]=1CN[CH2:45]2.Cl>C1(C)C=CC=CC=1.C(N(CC)CC)C>[C:1]([O:5][C:6]([N:8]1[C@H:9]([C:14](=[O:26])[NH:15][C@:16]2([C:21]([O:23][CH2:24][CH3:25])=[O:22])[CH2:18][C@H:17]2[CH:19]=[CH2:20])[CH2:10][C@@H:11]([O:13][C:27]([N:34]2[CH2:35][C:49]3[C:37](=[CH:45][CH:46]=[CH:42][C:41]=3[F:40])[CH2:38]2)=[O:28])[CH2:12]1)=[O:7])([CH3:4])([CH3:2])[CH3:3] |f:2.3|.